describe an organic reaction: reactants, conditions, products, and yield From a dataset of the Open Reaction Database (ORD), a public repository of structured organic reaction records. The reactants are CC(=O)O, Cl, Cl[Cu]Cl, O=N[O-], Nc1ccc2c(c1)oc1ccccc12, [Na+], O=S=O, O, c1ccccc1. The product is O=S(=O)(Cl)c1ccc2c(c1)oc1ccccc12. Reaction SMILES: [CH3:23][C:24](=[O:25])[OH:26].[ClH:15].[Cu:27]([Cl:28])[Cl:29].[N:16]([O-:17])=[O:18].[NH2:1][c:2]1[cH:3][cH:4][c:5]2[c:6]([o:7][c:8]3[c:9]2[cH:10][cH:11][cH:12][cH:13]3)[cH:14]1.[Na+:19].[O:20]=[S:21]=[O:22].[OH2:36].[cH:30]1[cH:31][cH:32][cH:33][cH:34][cH:35]1>>[c:2]1([S:21]([Cl:15])(=[O:20])=[O:22])[cH:3][cH:4][c:5]2[c:6]([o:7][c:8]3[c:9]2[cH:10][cH:11][cH:12][cH:13]3)[cH:14]1. The reactants are CC(C)(C#N)c1cccc(C(=O)Nc2cccc(Oc3ccc4nc(NC(=O)C(F)(F)F)cn4c3)c2)c1, CCO, [Na+], [OH-], O. Yields the product CC(C)(C#N)c1cccc(C(=O)Nc2cccc(Oc3ccc4nc(N)cn4c3)c2)c1. Reaction SMILES: [C:1](#[N:2])[C:3]([CH3:4])([CH3:5])[c:6]1[cH:7][c:8]([C:9](=[O:10])[NH:11][c:12]2[cH:13][c:14]([O:18][c:19]3[cH:20][cH:21][c:22]4[n:23]([cH:24]3)[cH:25][c:26]([NH:28][C:29](=[O:30])[C:31]([F:32])([F:33])[F:34])[n:27]4)[cH:15][cH:16][cH:17]2)[cH:35][cH:36][cH:37]1.[CH3:41][CH2:42][OH:43].[Na+:39].[OH-:38].[OH2:40]>>[C:1](#[N:2])[C:3]([CH3:4])([CH3:5])[c:6]1[cH:7][c:8]([C:9](=[O:10])[NH:11][c:12]2[cH:13][c:14]([O:18][c:19]3[cH:20][cH:21][c:22]4[n:23]([cH:24]3)[cH:25][c:26]([NH2:28])[n:27]4)[cH:15][cH:16][cH:17]2)[cH:35][cH:36][cH:37]1. Starting materials: C(C)C1=CC2=C(N(C(NC2=O)=O)CC2=CC=C(C=C2)C=2C(=CC=CC2)C#N)S1 (4′-[(6-ethyl-2,4-dioxo-3,4-dihydrothieno[2,3-d]pyrimidin-1(2H)-yl)methyl]biphenyl-2-carbonitrile), C(C)(C)(C)C1OC1 (2-tert-butyloxirane), C([O-])([O-])=O.[K+].[K+] (potassium carbonate), CN(C=O)C (N,N-dimethylformamide). Run in O (water), C(C)(=O)OCC (ethyl acetate). Conditions: temperature 80 celsius, time 20 hour. Yields the product C(C)C1=CC2=C(N(C(N(C2=O)CC(C(C)(C)C)O)=O)CC2=CC=C(C=C2)C=2C(=CC=CC2)C#N)S1 (4′-{[6-ethyl-3-(2-hydroxy-3,3-dimethylbutyl)-2,4-dioxo-3,4-dihydrothieno[2,3-d]pyrimidin-1(2H)-yl]methyl}biphenyl-2-carbonitrile). Yield: 50.1%. As a reaction SMILES: [CH2:1]([C:3]1[S:28][C:6]2[N:7]([CH2:13][C:14]3[CH:19]=[CH:18][C:17]([C:20]4[C:21]([C:26]#[N:27])=[CH:22][CH:23]=[CH:24][CH:25]=4)=[CH:16][CH:15]=3)[C:8](=[O:12])[NH:9][C:10](=[O:11])[C:5]=2[CH:4]=1)[CH3:2].[C:29]([CH:33]1[CH2:35][O:34]1)([CH3:32])([CH3:31])[CH3:30].C(=O)([O-])[O-].[K+].[K+].CN(C)C=O>O.C(OCC)(=O)C>[CH2:1]([C:3]1[S:28][C:6]2[N:7]([CH2:13][C:14]3[CH:19]=[CH:18][C:17]([C:20]4[C:21]([C:26]#[N:27])=[CH:22][CH:23]=[CH:24][CH:25]=4)=[CH:16][CH:15]=3)[C:8](=[O:12])[N:9]([CH2:35][CH:33]([OH:34])[C:29]([CH3:32])([CH3:31])[CH3:30])[C:10](=[O:11])[C:5]=2[CH:4]=1)[CH3:2] |f:2.3.4|. Procedure details: A mixture of 4′-[(6-ethyl-2,4-dioxo-3,4-dihydrothieno[2,3-d]pyrimidin-1(2H)-yl)methyl]biphenyl-2-carbonitrile (1.0 g), 2-tert-butyloxirane (0.78 g), potassium carbonate (1.1 g) and N,N-dimethylformamide (10 mL) was stirred at 80° C. for 20 hr. After allowing to cool to room temperature, ethyl acetate and water were added to the reaction mixture, and the mixture was extracted with ethyl acetate. The organic layer was successively washed with water and saturated brine, and dried over anhydrous mag...